This data is from the Open Reaction Database (ORD), a public repository of structured organic reaction records. The task is: describe an organic reaction: reactants, conditions, products, and yield The reactants are [Al], OBO, O=C([O-])[O-], CO, CCOC(C)=O, CCCCCC, O=[N+]([O-])c1ccccc1, Nc1ccc(Cc2ccncc2)cc1Br, [Na+], [Na+], c1ccccc1. Yields the product Nc1ccc(Cc2ccncc2)cc1-c1cccc([N+](=O)[O-])c1. Reaction SMILES: [Al:36].[BH:16]([OH:17])[OH:18].[C:30](=[O:31])([O-:32])[O-:33].[CH3:28][OH:29].[CH3:37][CH2:38][O:39][C:40](=[O:41])[CH3:42].[CH3:43][CH2:44][CH2:45][CH2:46][CH2:47][CH3:48].[N+:19](=[O:20])([O-:21])[c:22]1[cH:23][cH:24][cH:25][cH:26][cH:27]1.[NH2:1][c:2]1[c:3]([Br:15])[cH:4][c:5]([CH2:6][c:7]2[cH:8][cH:9][n:10][cH:11][cH:12]2)[cH:13][cH:14]1.[Na+:34].[Na+:35].[cH:49]1[cH:50][cH:51][cH:52][cH:53][cH:54]1>>[NH2:1][c:2]1[c:3](-[c:26]2[cH:25][cH:24][cH:23][c:22]([N+:19](=[O:20])[O-:21])[cH:27]2)[cH:4][c:5]([CH2:6][c:7]2[cH:8][cH:9][n:10][cH:11][cH:12]2)[cH:13][cH:14]1. Reactants: CC(C)(C)c1ccc(B(O)O)cc1, CC(=O)[O-], CC(=O)[O-], Cc1ccc(Cl)c2c1CC(C)C2=O, [Na+], [Na+], O=C([O-])[O-], O, OCCO, [Pd+2]. The product is Cc1ccc(-c2ccc(C(C)(C)C)cc2)c2c1CC(C)C2=O. Reaction SMILES: [C:14]([CH3:15])([CH3:16])([CH3:17])[c:18]1[cH:19][cH:20][c:21]([B:24]([OH:25])[OH:26])[cH:22][cH:23]1.[C:38]([O-:39])(=[O:40])[CH3:41].[C:43]([O-:44])(=[O:45])[CH3:46].[Cl:1][c:2]1[cH:3][cH:4][c:5]([CH3:13])[c:6]2[c:10]1[C:9](=[O:11])[CH:8]([CH3:12])[CH2:7]2.[Na+:27].[Na+:28].[O-:29][C:30](=[O:31])[O-:32].[OH2:37].[OH:33][CH2:34][CH2:35][OH:36].[Pd+2:42]>>[c:2]1(-[c:21]2[cH:20][cH:19][c:18]([C:14]([CH3:15])([CH3:16])[CH3:17])[cH:23][cH:22]2)[cH:3][cH:4][c:5]([CH3:13])[c:6]2[c:10]1[C:9](=[O:11])[CH:8]([CH3:12])[CH2:7]2. Starting materials: COCCOC (1,2-dimethoxyethane), C(C)C1=C(C(=CC(=C1)C)CC)B(O)O (2,6-diethyl-4-methylphenylboronic acid), O.[OH-].[Li+] (lithium hydroxide monohydrate). The reagents and catalysts are [Br-].C(CCC)[N+](CCCC)(CCCC)CCCC (tetrabutylammonium bromide), C(C)(=O)[O-].[Pd+2].C(C)(=O)[O-] (palladium acetate). Run in O (water). Run at temperature 50 celsius. Product: C(C)C1=C(C(=CC(=C1)C)CC)C1C(CC(CC1=O)C1CCOCC1)=O (2-(2,6-diethyl-4-methylphenyl)-5-(tetrahydropyran-4-yl)cyclohexane-1,3-dione). As a reaction SMILES: [CH2:1]([C:3]1[CH:8]=[C:7]([CH3:9])[CH:6]=[C:5]([CH2:10][CH3:11])[C:4]=1B(O)O)[CH3:2].[OH2:15].[OH-:16].[Li+].CO[CH2:20][CH2:21][O:22][CH3:23]>[Br-].C([N+](CCCC)(CCCC)CCCC)CCC.C([O-])(=O)C.[Pd+2].C([O-])(=O)C.O>[CH2:1]([C:3]1[CH:8]=[C:7]([CH3:9])[CH:6]=[C:5]([CH2:10][CH3:11])[C:4]=1[CH:6]1[C:7](=[O:15])[CH2:8][CH:3]([CH:1]2[CH2:20][CH2:21][O:22][CH2:23][CH2:2]2)[CH2:4][C:5]1=[O:16])[CH3:2] |f:1.2.3,5.6,7.8.9|. Reported procedure: A portion of the ylide (0.70 g, 1.76 mmol) prepared in step 5, 2,6-diethyl-4-methylphenylboronic acid (0.372 g, 1.93 mmol), palladium acetate (0.02 g, 0.09 mmol), tetrabutylammonium bromide (0.583 g, 1.76 mmol) and lithium hydroxide monohydrate (0.222 g, 5.28 mmol) are added to a mixture of 1,2-dimethoxyethane (20 ml) and water (5 ml) and the mixture is heated at 50° C. for 5¾ hours. The mixture is cooled to room temperature, filtered through diatomaceous earth to remove the catalyst, and the fi... Starting materials: CN(C)CCO, COc1ccc(C(=C(c2ccc(OC)cc2)C(F)(F)F)c2ccc(F)cc2)cc1, [Na]. Product: COc1ccc(C(=C(c2ccc(OC)cc2)C(F)(F)F)c2ccc(OCCN(C)C)cc2)cc1. RXN SMILES: [CH3:2][N:3]([CH2:4][CH2:5][OH:6])[CH3:7].[F:8][c:9]1[cH:10][cH:11][c:12]([C:15](=[C:16]([C:17]([F:18])([F:19])[F:20])[c:21]2[cH:22][cH:23][c:24]([O:27][CH3:28])[cH:25][cH:26]2)[c:29]2[cH:30][cH:31][c:32]([O:35][CH3:36])[cH:33][cH:34]2)[cH:13][cH:14]1.[Na:1]>>[CH3:2][N:3]([CH2:4][CH2:5][O:6][c:9]1[cH:10][cH:11][c:12]([C:15](=[C:16]([C:17]([F:18])([F:19])[F:20])[c:21]2[cH:22][cH:23][c:24]([O:27][CH3:28])[cH:25][cH:26]2)[c:29]2[cH:30][cH:31][c:32]([O:35][CH3:36])[cH:33][cH:34]2)[cH:13][cH:14]1)[CH3:7]. Starting materials: [Al+3], [Cl-], [Cl-], [Cl-], O=C(Cl)C(=O)Cl, ClCCl, O=C(O)CCCc1ccccc1F, CN(C)C=O, O. Product: O=C1CCCc2c(F)cccc21. As a reaction SMILES: [Al+3:26].[Cl-:25].[Cl-:27].[Cl-:28].[Cl:14][C:15]([C:16]([Cl:17])=[O:18])=[O:19].[Cl:29][CH2:30][Cl:31].[F:1][c:2]1[c:3]([CH2:8][CH2:9][CH2:10][C:11](=[O:12])[OH:13])[cH:4][cH:5][cH:6][cH:7]1.[O:20]=[CH:21][N:22]([CH3:23])[CH3:24].[OH2:32]>>[F:1][c:2]1[c:3]2[c:4]([cH:5][cH:6][cH:7]1)[C:11](=[O:13])[CH2:10][CH2:9][CH2:8]2. The reactants are C(=O)(OC)C1=CC=C(C=C1)P(C1=CC=CC=C1)C1=CC=C(C=C1)C(=O)OC (bis(p-carbomethoxyphenyl)phenylphosphine), C1(=CC=C(C=C1)S(=O)(=O)OC)C (methyl p-toluenesulfonate), C1(=CC=C(C=C1)S(=O)(=O)OC)C (methyl p-toluenesulfonate). Run at time 1 hour. The product is C1(=CC=C(C=C1)S(=O)(=O)[O-])C.C(=O)(OC)C1=CC=C(C=C1)[PH+](CC1=CC=CC=C1)C1=CC=C(C=C1)C(=O)OC (Bis(p-carbomethoxyphenyl)phenylmethylphosphonium p-toluene sulfonate). Reaction SMILES: [C:1]([C:5]1[CH:10]=[CH:9][C:8]([P:11]([C:18]2[CH:23]=[CH:22][C:21]([C:24]([O:26][CH3:27])=[O:25])=[CH:20][CH:19]=2)[C:12]2[CH:17]=[CH:16][CH:15]=[CH:14][CH:13]=2)=[CH:7][CH:6]=1)([O:3][CH3:4])=[O:2].[C:28]1([CH3:39])[CH:33]=[CH:32][C:31]([S:34]([O:37]C)(=[O:36])=[O:35])=[CH:30][CH:29]=1>>[C:28]1([CH3:39])[CH:29]=[CH:30][C:31]([S:34]([O-:37])(=[O:35])=[O:36])=[CH:32][CH:33]=1.[C:24]([C:21]1[CH:22]=[CH:23][C:18]([PH+:11]([C:8]2[CH:7]=[CH:6][C:5]([C:1]([O:3][CH3:4])=[O:2])=[CH:10][CH:9]=2)[CH2:12][C:13]2[CH:28]=[CH:17][CH:16]=[CH:15][CH:14]=2)=[CH:19][CH:20]=1)([O:26][CH3:27])=[O:25] |f:2.3|. Reported procedure: This compound was prepared by quaternization of bis(p-carbomethoxyphenyl)phenylphosphine (I) with methyl p-toluenesulfonate (II) in the melt phase. A mixture of 18.92 g (0.05 mol) of I and 9.31 g (0.05 mol) of II was heated in a 130°-C. bath for 1 hr with stirring. The viscous material was cooled to an amorphous glass which was hygroscopic. Reactants: COC1=CC=C(COCC=CCOCC2=CC=C(C=C2)OC)C=C1 (1,4-bis(4-methoxybenzyloxy)but-2-ene), [Cl-].[Na+] (sodium chloride), [OH-].[Na+] (sodium hydroxide), [BH4-].[Na+] (sodium borohydride). Reagents/catalysts: FC(C(=O)[O-])(F)F.[Hg+2].FC(C(=O)[O-])(F)F (mercury (II) trifluoroacetate). Run in O1CCCC1 (tetrahydrofuran), O1CCCC1 (tetrahydrofuran). Conditions: time 15 minute. Product: COC1=CC=C(COCC(CCOCC2=CC=C(C=C2)OC)O)C=C1 (1,4-bis(4-methoxybenzyloxy)butan-2-ol). The yield is 91.0%. RXN SMILES: [CH3:1][O:2][C:3]1[CH:24]=[CH:23][C:6]([CH2:7][O:8][CH2:9][CH:10]=[CH:11][CH2:12][O:13][CH2:14][C:15]2[CH:20]=[CH:19][C:18]([O:21][CH3:22])=[CH:17][CH:16]=2)=[CH:5][CH:4]=1.[OH-:25].[Na+].[BH4-].[Na+].[Cl-].[Na+]>O1CCCC1.FC(F)(F)C([O-])=O.[Hg+2].FC(F)(F)C([O-])=O>[CH3:22][O:21][C:18]1[CH:17]=[CH:16][C:15]([CH2:14][O:13][CH2:12][CH:11]([OH:25])[CH2:10][CH2:9][O:8][CH2:7][C:6]2[CH:5]=[CH:4][C:3]([O:2][CH3:1])=[CH:24][CH:23]=2)=[CH:20][CH:19]=1 |f:1.2,3.4,5.6,8.9.10|. Procedure: To a solution of mercury (II) trifluoroacetate (17.1 g, 40 ml) in aqueous tetrahydrofuran (1:1, 80 ml) was added a solution of 1,4-bis(4-methoxybenzyloxy)but-2-ene (12.8 g, 39 mmol) in tetrahydrofuran (10 ml) over 5 minutes. The resulting 2-phase mixture was stirred vigorously at room temperature for 15 minutes. To the mixture was added aqueous sodium hydroxide (40 ml, 3M) followed by sodium borohydride (0.5M solution in 3M sodium hydroxide; 40 ml) with water-bath cooling. The solution was satur... The product is NC1=NC(Cc2ncc[nH]2)CS1. Reactants: CO, Cl, C1COCCO1, CC(C)(C)OC(=O)NC1=NC(Cc2ncc[nH]2)CS1. RXN SMILES: [CH3:21][OH:22].[ClH:1].[O:23]1[CH2:24][CH2:25][O:26][CH2:27][CH2:28]1.[nH:2]1[c:3]([CH2:7][CH:8]2[N:9]=[C:10]([NH:13][C:14](=[O:15])[O:16][C:17]([CH3:18])([CH3:19])[CH3:20])[S:11][CH2:12]2)[n:4][cH:5][cH:6]1>>[nH:2]1[c:3]([CH2:7][CH:8]2[N:9]=[C:10]([NH2:13])[S:11][CH2:12]2)[n:4][cH:5][cH:6]1. The reactants are CS(=O)(=O)C1=C(C(=O)OCC)C=CC(=C1)N1S(CC[C@H]1C)(=O)=O (ethyl (R)-2-methanesulfonyl-4-(3-methyl-1,1-dioxo-1λ6-isothiazolidin-2-yl)benzoate), C1(CC1)C=1C(=NC=C(C1)C)N1CCNCC1 (1-(3-cyclopropyl-5-methylpyridin-2-yl)piperazine). Product: C1(CC1)C=1C(=NC=C(C1)C)N1CCN(CC1)C(=O)C1=C(C=C(C=C1)N1S(CC[C@H]1C)(=O)=O)S(=O)(=O)C ((R)-[4-(3-cyclopropyl-5-methylpyridin-2-yl)piperazin-1-yl][2-methanesulfonyl-4-(3-methyl-1,1-dioxo-1λ6-isothiazolidin-2-yl)phenyl]methanone). Isolated yield 75.7%. Reaction SMILES: [CH3:1][S:2]([C:5]1[CH:15]=[C:14]([N:16]2[C@H:20]([CH3:21])[CH2:19][CH2:18][S:17]2(=[O:23])=[O:22])[CH:13]=[CH:12][C:6]=1[C:7](OCC)=[O:8])(=[O:4])=[O:3].[CH:24]1([C:27]2[C:28]([N:34]3[CH2:39][CH2:38][NH:37][CH2:36][CH2:35]3)=[N:29][CH:30]=[C:31]([CH3:33])[CH:32]=2)[CH2:26][CH2:25]1>>[CH:24]1([C:27]2[C:28]([N:34]3[CH2:39][CH2:38][N:37]([C:7]([C:6]4[CH:12]=[CH:13][C:14]([N:16]5[C@H:20]([CH3:21])[CH2:19][CH2:18][S:17]5(=[O:22])=[O:23])=[CH:15][C:5]=4[S:2]([CH3:1])(=[O:3])=[O:4])=[O:8])[CH2:36][CH2:35]3)=[N:29][CH:30]=[C:31]([CH3:33])[CH:32]=2)[CH2:25][CH2:26]1. Reported procedure: Using ethyl (R)-2-methanesulfonyl-4-(3-methyl-1,1-dioxo-1λ6-isothiazolidin-2-yl)benzoate (181 mg) described in Preparation Example 28 and 1-(3-cyclopropyl-5-methylpyridin-2-yl)piperazine (109 mg) described in Preparation Example 86 and by the reaction and treatment in the same manner as in Example 109, the title compound (202 mg) was obtained.